From a dataset of the Open Reaction Database (ORD), a public repository of structured organic reaction records. describe an organic reaction: reactants, conditions, products, and yield Starting materials: C1CCOC1, COC(=O)C1CCCCN1C(=O)OCc1ccccc1, [Li+], [OH-], O. Product: O=C(O)C1CCCCN1C(=O)OCc1ccccc1. Reaction SMILES: [CH2:24]1[O:25][CH2:26][CH2:27][CH2:28]1.[CH3:1][O:2][C:3](=[O:4])[CH:5]1[N:6]([C:11](=[O:12])[O:13][CH2:14][c:15]2[cH:16][cH:17][cH:18][cH:19][cH:20]2)[CH2:7][CH2:8][CH2:9][CH2:10]1.[Li+:22].[OH-:23].[OH2:21]>>[O:2]=[C:3]([OH:4])[CH:5]1[N:6]([C:11](=[O:12])[O:13][CH2:14][c:15]2[cH:16][cH:17][cH:18][cH:19][cH:20]2)[CH2:7][CH2:8][CH2:9][CH2:10]1. Reactants: COc2ccc1ccc(OC(=O)C(C)(C)C)cc1c2c3cccc(OC(=O)C(C)(C)C)c3 (substrate), O=C=O (effective_coupling_partner). Reagents/catalysts: dppf. Run at temperature 80 celsius, time 48 hour. The product is c2ccc(N1CCOCC1)cc2.